This data is from the Open Reaction Database (ORD), a public repository of structured organic reaction records. The task is: describe an organic reaction: reactants, conditions, products, and yield Reactants: [BH4-], CCO, [Cl-], Cc1cc(C)c(C=O)c(-c2ccc(F)c(C)c2)c1, [NH4+], [Na+]. The product is Cc1cc(C)c(CO)c(-c2ccc(F)c(C)c2)c1. Reaction SMILES: [BH4-:1].[CH3:23][CH2:24][OH:25].[Cl-:21].[F:3][c:4]1[c:5]([CH3:20])[cH:6][c:7](-[c:10]2[c:11]([CH:18]=[O:19])[c:12]([CH3:17])[cH:13][c:14]([CH3:16])[cH:15]2)[cH:8][cH:9]1.[NH4+:22].[Na+:2]>>[F:3][c:4]1[c:5]([CH3:20])[cH:6][c:7](-[c:10]2[c:11]([CH2:18][OH:19])[c:12]([CH3:17])[cH:13][c:14]([CH3:16])[cH:15]2)[cH:8][cH:9]1. Procedure: A suspension of NaH (1.1 g, 27.5 mmol) in DMF (15 mL) and benzene (30 mL) at 0° C. was treated dropwise with 4-bromophenylacetonitrile (5.0 g, 25.5 mmol), stirred for 45 minutes, treated portionwise with cyclohexyl bromide (3.15 mL, 25.5 mmol), warmed to room temperature, stirred for 90 minutes, treated with water, and extracted with diethyl ether. The extract was washed with water and brine, dried (Na2SO4), filtered, and concentrated. The concentrate was purified by flash column chromatography ... Reaction SMILES: [H-].[Na+].[Br:3][C:4]1[CH:9]=[CH:8][C:7]([CH2:10][C:11]#[N:12])=[CH:6][CH:5]=1.[CH:13]1(Br)[CH2:18][CH2:17][CH2:16][CH2:15][CH2:14]1.O>CN(C=O)C.C1C=CC=CC=1>[Br:3][C:4]1[CH:9]=[CH:8][C:7]([CH:10]([CH:13]2[CH2:18][CH2:17][CH2:16][CH2:15][CH2:14]2)[C:11]#[N:12])=[CH:6][CH:5]=1 |f:0.1|. Reaction conditions: time 45 minute. The solvent is CN(C)C=O (DMF), C1=CC=CC=C1 (benzene). Starting materials: [H-].[Na+] (NaH), O (water), BrC1=CC=C(C=C1)CC#N (4-bromophenylacetonitrile), C1(CCCCC1)Br (cyclohexyl bromide). Product: BrC1=CC=C(C=C1)C(C#N)C1CCCCC1 ((4-bromophenyl)(cyclohexyl)acetonitrile). Yield: 46.5%. Yields the product BrC1=CC=C(C=C1)C1C(CNCC1)O ((3RS,4RS)-4-(4-bromo-phenyl)-piperidin-3-ol). Reported procedure: A mixture of 1.3 g (2.1 mmol) of 2,2,2-trichloroethyl (3RS,4RS)-4-(4-bromo-phenyl)-3-(2,2,2-trichloro-ethoxy-carbonyloxy)-piperidine-1-carboxylate 1.54 g of activated zinc in 20 ml of glacial acetic acid was stirred at room temperature for 5 hours. For the working-up, the zinc was filtered off, the residue was rinsed with glacial acetic acid and the solution was subsequently evaporated to dryness under reduced pressure. The residue was partitioned between 20 ml of saturated sodium carbonate solu... Reaction conditions: time 5 hour. Solvent: C(C)(=O)O (acetic acid). Reactants: BrC1=CC=C(C=C1)C1C(CN(CC1)C(=O)OCC(Cl)(Cl)Cl)OC(=O)OCC(Cl)(Cl)Cl (2,2,2-trichloroethyl (3RS,4RS)-4-(4-bromo-phenyl)-3-(2,2,2-trichloro-ethoxy-carbonyloxy)-piperidine-1-carboxylate). Reagents/catalysts: [Zn] (zinc). As a reaction SMILES: [Br:1][C:2]1[CH:7]=[CH:6][C:5]([CH:8]2[CH2:13][CH2:12][N:11](C(OCC(Cl)(Cl)Cl)=O)[CH2:10][CH:9]2[O:22]C(OCC(Cl)(Cl)Cl)=O)=[CH:4][CH:3]=1>C(O)(=O)C.[Zn]>[Br:1][C:2]1[CH:7]=[CH:6][C:5]([CH:8]2[CH2:13][CH2:12][NH:11][CH2:10][CH:9]2[OH:22])=[CH:4][CH:3]=1. The reactants are [Si](C)(C)(C(C)(C)C)OC1CCC(CC1)C(C(C(=O)[O-])(O)C1CCCC1)C(=O)[O-] (4-((tert-butyldimethylsilyl)oxy)cyclohexyl-2-cyclopentyl-2-hydroxysuccinate), [H][H] (hydrogen). The reagents and catalysts are [Pd].[C] (Pd carbon). Run in C(C)O (ethanol). Run at time 24 hour. Product: [Si](C)(C)(C(C)(C)C)OC1CCC(CC1)C(C(C(=O)O)(O)C1CCCC1)C(=O)O (4-((tert-Butyldimethylsilyl)oxy)cyclohexyl-2-cyclopentyl-2-hydroxysuccinic acid). Yield: 83.0%. RXN SMILES: [Si:1]([O:8][CH:9]1[CH2:14][CH2:13][CH:12]([CH:15]([C:26]([O-:28])=[O:27])[C:16]([CH:21]2[CH2:25][CH2:24][CH2:23][CH2:22]2)([OH:20])[C:17]([O-:19])=[O:18])[CH2:11][CH2:10]1)([C:4]([CH3:7])([CH3:6])[CH3:5])([CH3:3])[CH3:2].[H][H]>C(O)C.[Pd].[C]>[Si:1]([O:8][CH:9]1[CH2:14][CH2:13][CH:12]([CH:15]([C:26]([OH:28])=[O:27])[C:16]([CH:21]2[CH2:25][CH2:24][CH2:23][CH2:22]2)([OH:20])[C:17]([OH:19])=[O:18])[CH2:11][CH2:10]1)([C:4]([CH3:6])([CH3:7])[CH3:5])([CH3:3])[CH3:2] |f:3.4|. Reported procedure: To a solution of a diastereomeric mixture (330 mg, 0.55 mmol) of dibenzyl 3-(4-((tert-butyldimethylsilyl)oxy)cyclohexyl-2-cyclopentyl-2-hydroxysuccinate in ethanol (10 ml) was added 10% Pd carbon (150 mg) under a nitrogen gas stream. The atmosphere in a reaction vessel for the mixture was replaced five times with nitrogen gas, the reaction vessel was filled with hydrogen gas, and the contents of the reaction vessel were stirred for 24 hr under a hydrogen gas stream. The catalyst was collected by... Starting materials: O.[OH-].[Li+] (lithium hydroxide monohydrate), COC(C1=CC(=C(C=C1)NC(=O)NC1=NC=C(N=C1)C)OC)=O (3-methoxy-4-[3-(5-methyl-pyrazin-2-yl)-ureido]-benzoic acid methyl ester), CO (MeOH). Solvent: O (H2O). Reaction conditions: temperature 65 celsius, time 8 hour. Yields the product COC=1C=C(C(=O)O)C=CC1NC(=O)NC1=NC=C(N=C1)C (3-Methoxy-4-[3-(5-methyl-pyrazin-2-yl)-ureido]-benzoic acid). Yield: 87.8%. As a reaction SMILES: C[O:2][C:3](=[O:23])[C:4]1[CH:9]=[CH:8][C:7]([NH:10][C:11]([NH:13][C:14]2[CH:19]=[N:18][C:17]([CH3:20])=[CH:16][N:15]=2)=[O:12])=[C:6]([O:21][CH3:22])[CH:5]=1.CO.O.[OH-].[Li+]>O>[CH3:22][O:21][C:6]1[CH:5]=[C:4]([CH:9]=[CH:8][C:7]=1[NH:10][C:11]([NH:13][C:14]1[CH:19]=[N:18][C:17]([CH3:20])=[CH:16][N:15]=1)=[O:12])[C:3]([OH:23])=[O:2] |f:2.3.4|. Reported procedure: To a stirred suspension of 3-methoxy-4-[3-(5-methyl-pyrazin-2-yl)-ureido]-benzoic acid methyl ester (7.15 g, 22.6 mmol) in 3:1 MeOH:H2O (226 mL) at RT under N2 was added lithium hydroxide monohydrate (9.5 g, 226 mmol) as a solid and the mixture heated to 65° C. After reaching temperature, the suspension gradually became a bright yellow solution. After about 4 hours a precipitate formed but the reaction was continued overnight. After cooling to RT, MeOH was removed by rotovap and the aqueous susp... Starting materials: O=[N+]([O-])c1cnc2cc(Br)ccc2c1NCCCO, CCO, [Na+], [Na+], O, O=S(=O)([O-])S(=O)(=O)[O-]. Product: Nc1cnc2cc(Br)ccc2c1NCCCO. As a reaction SMILES: [Br:11][c:12]1[cH:13][cH:14][c:15]2[c:16]([NH:25][CH2:26][CH2:27][CH2:28][OH:29])[c:17]([N+:22]([O-:23])=[O:24])[cH:18][n:19][c:20]2[cH:21]1.[CH3:31][CH2:32][OH:33].[Na+:10].[Na+:9].[OH2:30].[S:1]([S:2]([O-:3])(=[O:4])=[O:5])([O-:6])(=[O:7])=[O:8]>>[Br:11][c:12]1[cH:13][cH:14][c:15]2[c:16]([NH:25][CH2:26][CH2:27][CH2:28][OH:29])[c:17]([NH2:22])[cH:18][n:19][c:20]2[cH:21]1. The reactants are O=Cc1cc(Br)co1, Cc1ccccc1, C1CCC(P(C2CCCCC2)C2CCCCC2)CC1, OB(O)C1CC1, O=Cc1cc(Cc2ccc(Cl)cc2)cs1, O, c1ccc(P(c2ccccc2)c2ccccc2)cc1. Product: O=Cc1cc(C2CC2)co1. Reaction SMILES: [Br:1][c:2]1[cH:3][c:4]([CH:7]=[O:8])[o:5][cH:6]1.[CH3:68][c:69]1[cH:70][cH:71][cH:72][cH:73][cH:74]1.[CH:49]1([P:50]([CH:51]2[CH2:52][CH2:53][CH2:54][CH2:55][CH2:56]2)[CH:57]2[CH2:58][CH2:59][CH2:60][CH2:61][CH2:62]2)[CH2:63][CH2:64][CH2:65][CH2:66][CH2:67]1.[CH:9]1([B:12]([OH:13])[OH:14])[CH2:10][CH2:11]1.[Cl:15][c:16]1[cH:17][cH:18][c:19]([CH2:20][c:21]2[cH:22][c:23]([CH:24]=[O:25])[s:26][cH:27]2)[cH:28][cH:29]1.[OH2:75].[c:30]1([P:31]([c:32]2[cH:33][cH:34][cH:35][cH:36][cH:37]2)[c:38]2[cH:39][cH:40][cH:41][cH:42][cH:43]2)[cH:44][cH:45][cH:46][cH:47][cH:48]1>>[c:2]1([CH:9]2[CH2:10][CH2:11]2)[cH:3][c:4]([CH:7]=[O:8])[o:5][cH:6]1.